Dataset: the Open Reaction Database (ORD), a public repository of structured organic reaction records. Task: describe an organic reaction: reactants, conditions, products, and yield Starting materials: C=CC (propylene), C=CC (propylene), C(C)[Al](CC)CC (triethyl aluminum), C1(CCCCC1)[Si](OC)(OC)C (cyclohexyl methyl dimethoxy silane), ( a ), C=CC (propylene). Reagents/catalysts: [Ti] (titanium). The product is CCCCCCCCCC (decane). RXN SMILES: C([Al]([CH2:6][CH3:7])CC)C.[CH:8]1([Si](C)(OC)OC)[CH2:13][CH2:12][CH2:11][CH2:10][CH2:9]1.[CH2:20]=[CH:21]C>[Ti]>[CH3:20][CH2:21][CH2:9][CH2:10][CH2:11][CH2:12][CH2:13][CH2:8][CH2:6][CH3:7]. Procedure: 400 ml purified decane was introduced into a glass autoclave with an internal volume of 500 ml purged sufficiently with nitrogen, and the liquid phase and gaseous phase were saturated by blowing 100 liters/h propylene. Thereafter, 10 mmol triethyl aluminum, 1.0 mmol cyclohexyl methyl dimethoxy silane, and the solid titanium component (a) in an amount of 0.2 mmol in terms of titanium atom were added in this order. The mixture was polymerized at 100° C. for 2 hours while the flow rate of propylene... Run in C1CCOC1 (THF). The product is OC[C@@H]1[C@@H](N(C(O1)(C)C)C(=O)OC(C)(C)C)CC=1N=CSC1CCC ((4S,5S)-tert-butyl 5-(hydroxymethyl)-2,2-dimethyl-4-((5-propylthiazol-4-yl)methyl)oxazolidine-3-carboxylate). Reaction conditions: time 1 hour. Procedure: (4S,5S)-Tert-butyl 4-((2-(tert-butyldimethylsilyl)-5-propylthiazol-4-yl)methyl)-5-((tert-butyldimethylsilyloxy)methyl)-2,2-dimethyloxazolidine-3-carboxylate was dissolved in THF (3 mL) and cooled to 0° C. when TBAF (0.808 ml, 0.808 mmol) was added. The reaction was stirred one hour before being quenched with saturated ammonium chloride. The layers were separated and the aqueous layer was extracted with EtOAc. The combined organic layers were washed with water, brine and dried over sodium sulfate... Reactants: [Si](C)(C)(C(C)(C)C)C=1SC(=C(N1)C[C@@H]1N(C(O[C@@H]1CO[Si](C)(C)C(C)(C)C)(C)C)C(=O)OC(C)(C)C)CCC ((4S,5S)-Tert-butyl 4-((2-(tert-butyldimethylsilyl)-5-propylthiazol-4-yl)methyl)-5-((tert-butyldimethylsilyloxy)methyl)-2,2-dimethyloxazolidine-3-carboxylate), CCCC[N+](CCCC)(CCCC)CCCC.[F-] (TBAF). RXN SMILES: [Si]([C:8]1[S:9][C:10]([CH2:37][CH2:38][CH3:39])=[C:11]([CH2:13][C@H:14]2[C@@H:18]([CH2:19][O:20][Si](C(C)(C)C)(C)C)[O:17][C:16]([CH3:29])([CH3:28])[N:15]2[C:30]([O:32][C:33]([CH3:36])([CH3:35])[CH3:34])=[O:31])[N:12]=1)(C(C)(C)C)(C)C.CCCC[N+](CCCC)(CCCC)CCCC.[F-]>C1COCC1>[OH:20][CH2:19][C@H:18]1[O:17][C:16]([CH3:29])([CH3:28])[N:15]([C:30]([O:32][C:33]([CH3:34])([CH3:35])[CH3:36])=[O:31])[C@H:14]1[CH2:13][C:11]1[N:12]=[CH:8][S:9][C:10]=1[CH2:37][CH2:38][CH3:39] |f:1.2|. Starting materials: [N+](=O)([O-])C=1C=CC2=C(C(N(CCO2)CC(=O)O)=O)C1 ((7-nitro-5-oxo-2,3-dihydro-5H-benzo[f][1,4]oxazepin-4-yl)-acetic acid), amine, C(C1=CC=CC=C1)N=C=O (benzylisocyanate). Product: C(C1=CC=CC=C1)NC(NC=1C=CC2=C(C(N(CCO2)CC(=O)O)=O)C1)=O ([7-(3-benzyl-ureido)-5-oxo-2,3-dihydro-5H-benzo[f][1,4]oxazepin-4-yl]-acetic acid). As a reaction SMILES: [N+:1]([C:4]1[CH:5]=[CH:6][C:7]2[O:13][CH2:12][CH2:11][N:10]([CH2:14][C:15]([OH:17])=[O:16])[C:9](=[O:18])[C:8]=2[CH:19]=1)([O-])=O.[CH2:20]([N:27]=[C:28]=[O:29])[C:21]1[CH:26]=[CH:25][CH:24]=[CH:23][CH:22]=1>>[CH2:20]([NH:27][C:28](=[O:29])[NH:1][C:4]1[CH:5]=[CH:6][C:7]2[O:13][CH2:12][CH2:11][N:10]([CH2:14][C:15]([OH:17])=[O:16])[C:9](=[O:18])[C:8]=2[CH:19]=1)[C:21]1[CH:26]=[CH:25][CH:24]=[CH:23][CH:22]=1. Procedure: Catalytic hydrogenation of (7-nitro-5-oxo-2,3-dihydro-5H-benzo[f][1,4]oxazepin-4-yl)-acetic acid (Example 15 c) followed by treatment of the resulting amine with benzylisocyanate yielded [7-(3-benzyl-ureido)-5-oxo-2,3-dihydro-5H-benzo[f][1,4]oxazepin-4-yl]-acetic acid: mp. 60-70° C. (dec.); MS (ISP): 370 (M+1)+. Reactants: O (Water), C(C1=CC=CC=C1)Br (Benzyl bromide), BrC1=C2C=CC=NC2=C(C(=N1)C(=O)OC)O (methyl 5-bromo-8-hydroxy-1,6-naphthyridine-7-carboxylate), C([O-])([O-])=O.[Cs+].[Cs+] (cesium carbonate). Solvent: C(C)(=O)OCC (ethyl acetate), CN(C)C=O (DMF). The product is C(C1=CC=CC=C1)OC=1C(=NC(=C2C=CC=NC12)Br)C(=O)OC (Methyl 8-(benzyloxy)-5-bromo-1,6-naphthyridine-7-carboxylate). Reaction SMILES: [CH2:1](Br)[C:2]1[CH:7]=[CH:6][CH:5]=[CH:4][CH:3]=1.[Br:9][C:10]1[N:19]=[C:18]([C:20]([O:22][CH3:23])=[O:21])[C:17]([OH:24])=[C:16]2[C:11]=1[CH:12]=[CH:13][CH:14]=[N:15]2.C(=O)([O-])[O-].[Cs+].[Cs+].O>CN(C=O)C.C(OCC)(=O)C>[CH2:1]([O:24][C:17]1[C:18]([C:20]([O:22][CH3:23])=[O:21])=[N:19][C:10]([Br:9])=[C:11]2[C:16]=1[N:15]=[CH:14][CH:13]=[CH:12]2)[C:2]1[CH:7]=[CH:6][CH:5]=[CH:4][CH:3]=1 |f:2.3.4|. Procedure: Benzyl bromide (2.53 ml, 21.2 mmol) was added to a mixture of methyl 5-bromo-8-hydroxy-1,6-naphthyridine-7-carboxylate (3.0 g; 10.6 mmol) and cesium carbonate (6.9 g; 21.2 mmol) in DMF (30 ml), under stirring at room temperature. The reaction mixture was stirred at room temperature for 12 hours. Water and ethyl acetate were added. The organic phase was separated, washed with water and with a saturated NaCl solution. The organic phase was dried, filtered and concentrated to dryness. The crude mat... Starting materials: O=Cc1ccc(C(=O)O)cc1, O=C(CC(=O)C1CC1)C1CC1, O, O=C(O)C(F)(F)F. Product: O=C(O)c1ccc(C=C(C(=O)C2CC2)C(=O)C2CC2)cc1. RXN SMILES: [C:1](=[O:2])([OH:3])[c:4]1[cH:5][cH:6][c:7]([CH:8]=[O:9])[cH:10][cH:11]1.[CH:12]1([C:15]([CH2:16][C:17](=[O:18])[CH:19]2[CH2:20][CH2:21]2)=[O:22])[CH2:13][CH2:14]1.[OH2:23].[OH:24][C:25]([C:26]([F:27])([F:28])[F:29])=[O:30]>>[C:1](=[O:2])([OH:3])[c:4]1[cH:5][cH:6][c:7]([CH:8]=[C:16]([C:15]([CH:12]2[CH2:13][CH2:14]2)=[O:22])[C:17](=[O:18])[CH:19]2[CH2:20][CH2:21]2)[cH:10][cH:11]1. Reactants: Cl.N=C1C[C@@H]([C@@H](N1)CCCC=1OC=C(N1)C(=O)OCC)C(F)(F)F ((±)ethyl (cis) 2-[3-[5-imino-3-(trifluoromethyl)pyrrolidin-2-yl]propyl]oxazole-4-carboxylate, monohydrochloride), product, [SiH](CC)(CC)CC (Et3SiH), C(=O)(C(F)(F)F)O.C(Cl)Cl (TFA DCM). Run at time 30 minute. Product: O=C1CC(C(N1)CCCC=1OC=C(N1)C(=O)OCC)C(F)(F)F (ethyl 2-[3-[5-oxo-3-(trifluoromethyl)pyrrolidin-2-yl]propyl]oxazole-4-carboxylate). RXN SMILES: Cl.N=[C:3]1[NH:7][C@@H:6]([CH2:8][CH2:9][CH2:10][C:11]2[O:12][CH:13]=[C:14]([C:16]([O:18][CH2:19][CH3:20])=[O:17])[N:15]=2)[C@@H:5]([C:21]([F:24])([F:23])[F:22])[CH2:4]1.[SiH](CC)(CC)CC.C(O)(C(F)(F)F)=[O:33].C(Cl)Cl>>[O:33]=[C:3]1[NH:7][CH:6]([CH2:8][CH2:9][CH2:10][C:11]2[O:12][CH:13]=[C:14]([C:16]([O:18][CH2:19][CH3:20])=[O:17])[N:15]=2)[CH:5]([C:21]([F:24])([F:23])[F:22])[CH2:4]1 |f:0.1,3.4|. Reported procedure: Isomer B: (±)ethyl (cis) 2-[3-[5-imino-3-(trifluoromethyl)pyrrolidin-2-yl]propyl]oxazole-4-carboxylate, monohydrochloride ##STR230## 225A) To a stirring solution of the product of Example 224 B (5 mmol) in 10 mL of 10% TFA/DCM is added Et3SiH (7.5 mmol). After stirring for 30 min, the solvent is removed under vacuum and the residue is purified by column chromatography to provide ethyl 2-[3-[5-oxo-3-(trifluoromethyl)pyrrolidin-2-yl]propyl]oxazole-4-carboxylate. Starting materials: COc1ccc(C(=O)O)c(NC(C)=O)c1, [Cl-], Cl, O=N[O-], [Na+], O. Yields the product COc1ccc(C(=O)O)c(NN)c1. RXN SMILES: [C:1](=[O:2])([CH3:3])[NH:4][c:5]1[c:6]([C:7](=[O:8])[OH:9])[cH:10][cH:11][c:12]([O:14][CH3:15])[cH:13]1.[Cl-:20].[ClH:22].[N:16]([O-:17])=[O:18].[Na+:19].[OH2:21]>>[NH:4]([c:5]1[c:6]([C:7](=[O:8])[OH:9])[cH:10][cH:11][c:12]([O:14][CH3:15])[cH:13]1)[NH2:16]. The reactants are COC(=O)c1cnc2[nH]c(C(=O)O)cc2c1, CC(C)N1CCC(N)CC1, Cl, CN(C)C=O, O. Product: COC(=O)c1cnc2[nH]c(C(=O)NC3CCN(C(C)C)CC3)cc2c1. Reaction SMILES: [CH3:1][O:2][C:3](=[O:4])[c:5]1[cH:6][c:7]2[c:8]([n:9][cH:10]1)[nH:11][c:12]([C:14](=[O:15])[OH:16])[cH:13]2.[CH:18]([CH3:19])([CH3:20])[N:21]1[CH2:22][CH2:23][CH:24]([NH2:27])[CH2:25][CH2:26]1.[ClH:17].[O:29]=[CH:30][N:31]([CH3:32])[CH3:33].[OH2:28]>>[CH3:1][O:2][C:3](=[O:4])[c:5]1[cH:6][c:7]2[c:8]([n:9][cH:10]1)[nH:11][c:12]([C:14](=[O:16])[NH:27][CH:24]1[CH2:23][CH2:22][N:21]([CH:18]([CH3:19])[CH3:20])[CH2:26][CH2:25]1)[cH:13]2. The reactants are C(C)OC(=O)C1=CN=C2N(C1=O)C=CC=C2S (3ethoxycarbonyl-9-mercapto-4H-pyrido[1,2-a]pyrimidin-4-one), resultant mixture, S(=O)(Cl)Cl (thionyl chloride), C(C)OC(=O)C1=CC=C(C(=O)O)C=C1 (4-ethoxycarbonylbenzoic acid), resultant mixture. Reagents/catalysts: CN(C)C=O (DMF). Run in C1=CC=CC=C1 (benzene). Yields the product C(C)OC(=O)C1=CN=C2N(C1=O)C=CC=C2SC(C2=CC=C(C=C2)C(=O)OCC)=O (3-ethoxycarbonyl-9-(4-ethoxycarbonylbenzoyl)thio-4H-pyrido[1,2-a]pyrimidin-4-one). Yield: 105.5%. RXN SMILES: [CH2:1]([O:3][C:4]([C:6]1[CH:14]=[CH:13][C:9]([C:10]([OH:12])=O)=[CH:8][CH:7]=1)=[O:5])[CH3:2].S(Cl)(Cl)=O.[CH2:19]([O:21][C:22]([C:24]1[C:29](=[O:30])[N:28]2[CH:31]=[CH:32][CH:33]=[C:34]([SH:35])[C:27]2=[N:26][CH:25]=1)=[O:23])[CH3:20]>CN(C=O)C.C1C=CC=CC=1>[CH2:19]([O:21][C:22]([C:24]1[C:29](=[O:30])[N:28]2[CH:31]=[CH:32][CH:33]=[C:34]([S:35][C:10](=[O:12])[C:9]3[CH:8]=[CH:7][C:6]([C:4]([O:3][CH2:1][CH3:2])=[O:5])=[CH:14][CH:13]=3)[C:27]2=[N:26][CH:25]=1)=[O:23])[CH3:20]. Procedure details: To a mixture of 1.47 g (2.4 mmol) of 4-ethoxycarbonylbenzoic acid, 3 drops of DMF and 10 ml of benzene is added 0.52 g (4.4 mmol) of thionyl chloride, and the resultant mixture is refluxed for 3 hours under stirring and concentrated in vacuo to dryness. The residue is dissolved in acetone and mixed with 1.4 g of solid potassium carbonate and then 0.5 g (2 mmol) of 3ethoxycarbonyl-9-mercapto-4H-pyrido[1,2-a]pyrimidin-4-one II-1, and the resultant mixture is vigorously stirred at room temperature ...